From a dataset of the Open Reaction Database (ORD), a public repository of structured organic reaction records. describe an organic reaction: reactants, conditions, products, and yield The reactants are ClC=1C=C(C=CC1C(F)(F)F)N[C@@H](C(=O)O)C ((R)-2-(3-chloro-4-trifluoromethyl-phenylamino)-propionic acid). Solvent: C1CCOC1 (THF). Run at time 2.5 hour. Product: ClC=1C=C(C=CC1C(F)(F)F)N[C@@H](CO)C ((R)-2-(3-Chloro-4-trifluoromethyl-phenylamino)-propan-1-ol). The yield is 93.3%. As a reaction SMILES: [Cl:1][C:2]1[CH:3]=[C:4]([NH:12][C@H:13]([CH3:17])[C:14](O)=[O:15])[CH:5]=[CH:6][C:7]=1[C:8]([F:11])([F:10])[F:9]>C1COCC1>[Cl:1][C:2]1[CH:3]=[C:4]([NH:12][C@H:13]([CH3:17])[CH2:14][OH:15])[CH:5]=[CH:6][C:7]=1[C:8]([F:11])([F:10])[F:9]. Procedure details: 20.55 ml (20.55 mmol, 1 M in THF) of a borane-tetrahydrofuran complex solution was added dropwise at 0° C. to a solution of 2.20 g (8.20 mmol) of (R)-2-(3-chloro-4-trifluoromethyl-phenylamino)-propionic acid (22% ee) in 33 ml THF, then after 10 min the ice bath was removed and the solution stirred for 2.5 h at RT. After cooling, 14 ml of MeOH and 0.7 ml of H2SO4 were added, and after 30 min at RT and 1 h at reflux the reaction mixture was concentrated in vacuo. The residue was partitioned betwee... The reactants are Cn1c(-c2ccccc2)cnc1S, O=C(CCl)N1CCCc2ccccc21. The product is Cn1c(-c2ccccc2)cnc1SCC(=O)N1CCCc2ccccc21. RXN SMILES: [CH3:15][n:16]1[c:17]([SH:27])[n:18][cH:19][c:20]1-[c:21]1[cH:22][cH:23][cH:24][cH:25][cH:26]1.[Cl:1][CH2:2][C:3](=[O:4])[N:5]1[CH2:6][CH2:7][CH2:8][c:9]2[cH:10][cH:11][cH:12][cH:13][c:14]21>>[CH2:2]([C:3](=[O:4])[N:5]1[CH2:6][CH2:7][CH2:8][c:9]2[cH:10][cH:11][cH:12][cH:13][c:14]21)[S:27][c:17]1[n:16]([CH3:15])[c:20](-[c:21]2[cH:22][cH:23][cH:24][cH:25][cH:26]2)[cH:19][n:18]1. Starting materials: C(C)(C)(C)OC(=O)N1CC2=CC=C(C=C2CC1)N (6-Amino-3,4-dihydro-1H-isoquinoline-2-carboxylic acid tert-butyl ester), FC(C(=O)O)(F)F (Trifluoroacetic Acid), C(=O)(C(F)(F)F)O (TFA). The solvent is C(Cl)Cl (Methylene chloride). Reaction conditions: time 3 hour. The product is C1NCCC2=CC(=CC=C12)N (1,2,3,4-Tetrahydro-isoquinolin-6-ylamine). Reaction SMILES: C(OC([N:8]1[CH2:17][CH2:16][C:15]2[C:10](=[CH:11][CH:12]=[C:13]([NH2:18])[CH:14]=2)[CH2:9]1)=O)(C)(C)C.FC(F)(F)C(O)=O>C(Cl)Cl>[CH2:9]1[C:10]2[C:15](=[CH:14][C:13]([NH2:18])=[CH:12][CH:11]=2)[CH2:16][CH2:17][NH:8]1. Procedure details: 6-Amino-3,4-dihydro-1H-isoquinoline-2-carboxylic acid tert-butyl ester (0.345 g, 1.39 mmol) was treated with Trifluoroacetic Acid (0.418 mL, 5.42 mmol) in Methylene chloride (3.00 mL). Partial conversion after 3 h, added additional 1 ml TFA and allowed to stir at rt for 16 h. Complete conversion to more polar peak on LCMS. Reaction mixture was concentrated to an orange film which was used without purification in the next reaction. The reactants are C(C)(C)(C)OC(=O)N1C=CC=C1C=1C=CC2=C(C(OC(N2)C)(C)C)C1 (tert-butyl-5-(2,4,4-trimethyl-1,4-dihydro-2H-3,1-benzoxazin-6-yl)-1H-pyrrole-1-carboxylate), S(=O)(=O)([O-])[O-].[NH4+].[NH4+] (ammonium sulfate), BrC=1C=CC2=C(C(OC(N2)C)(C)C)C1 (6-bromo-2,4,4-trimethyl-1,4-dihydro-2H-3,1-benzoxazine), C(C)(C)(C)OC(=O)N1C(=CC=C1)B(O)O (1-t-butoxycarbonylpyrrol-2-yl boronic acid). Run in C1CCOC1 (THF), CN(C)C=O (DMF), C(C)(=O)OCC (ethyl acetate). Conditions: temperature -78 celsius, time 2 hour. Yields the product C(C)(C)(C)OC(=O)N1C=CC=C1C=1C=CC2=C(C(OC(N2)C)(C)C)C1 (tert-Butyl-5-(2,4,4-trimethyl-1,4-dihydro-2H-3,1-benzoxazin-6-yl)-1H-pyrrole-1-carboxylate), C(#N)C=1N(C(=CC1)C=1C=CC2=C(C(OC(N2)C)(C)C)C1)C(=O)OC(C)(C)C (tert-Butyl 2-cyano-5-(2,4,4-trimethyl-1,4-dihydro-2H-3,1-benzoxazin-6-yl)-1H-pyrrole-1-carboxylate). Yield: 1.8%. Reaction SMILES: BrC1C=CC2[NH:10][CH:9](C)OC(C)(C)C=2C=1.C(OC(N1C=CC=C1B(O)O)=O)(C)(C)C.[C:30]([O:34][C:35]([N:37]1[C:41]([C:42]2[CH:43]=[CH:44][C:45]3[NH:50][CH:49]([CH3:51])[O:48][C:47]([CH3:53])([CH3:52])[C:46]=3[CH:54]=2)=[CH:40][CH:39]=[CH:38]1)=[O:36])([CH3:33])([CH3:32])[CH3:31].S([O-])([O-])(=O)=O.[NH4+].[NH4+]>C1COCC1.C(OCC)(=O)C.CN(C=O)C>[C:30]([O:34][C:35]([N:37]1[C:41]([C:42]2[CH:43]=[CH:44][C:45]3[NH:50][CH:49]([CH3:51])[O:48][C:47]([CH3:53])([CH3:52])[C:46]=3[CH:54]=2)=[CH:40][CH:39]=[CH:38]1)=[O:36])([CH3:33])([CH3:31])[CH3:32].[C:9]([C:38]1[N:37]([C:35]([O:34][C:30]([CH3:33])([CH3:31])[CH3:32])=[O:36])[C:41]([C:42]2[CH:43]=[CH:44][C:45]3[NH:50][CH:49]([CH3:51])[O:48][C:47]([CH3:53])([CH3:52])[C:46]=3[CH:54]=2)=[CH:40][CH:39]=1)#[N:10] |f:3.4.5|. Procedure: tert-Butyl-5-(2,4,4-trimethyl-1,4-dihydro-2H-3,1-benzoxazin-6-yl)-1H-pyrrole-1-carboxylate was prepared according to the coupling procedure for Example 17 from 6-bromo-2,4,4-trimethyl-1,4-dihydro-2H-3,1-benzoxazine and 1-t-butoxycarbonylpyrrol-2-yl boronic acid. To a solution of tert-butyl-5-(2,4,4-trimethyl-1,4-dihydro-2H-3,1-benzoxazin-6-yl)-1H-pyrrole-1-carboxylate (1 g, 2.9 mmol) in anhydrous THF (20 mL) was added at −78° C. under nitrogen chlorosulfonyl isocyanate (0.35 mL, 4.0 mmol). The m... The reactants are [N-]=[N+]=[N-].[Na+] (Sodium azide), ClCC#CCN1[C@H]([C@]2(C[C@H](CO2)C2=C(C=CC(=C2)C(F)(F)F)OC(C)C)CCC1)C1=CC=CC=C1 ((3S,5R,6S)-7-(4-chlorobut-2-yn-1-yl)-3-[2-isopropoxy-5-(trifluoromethyl)phenyl]-6-phenyl-1-oxa-7-aza-spiro[4,5]decane). The solvent is CS(=O)C (dimethylsulfoxide), O (water). Reaction conditions: time 8 hour. Product: N(=[N+]=[N-])CC#CCN1[C@H]([C@]2(C[C@H](CO2)C2=C(C=CC(=C2)C(F)(F)F)OC(C)C)CCC1)C1=CC=CC=C1 ((3S,5R,6S)-7-(4-Azidobut-2-yn-1-yl)-3-[2-isopropoxy-5-(trifluoromethyl)phenyl]-6-phenyl-1-oxa-7-aza-spiro[4,5]-decane). Yield: 96.7%. As a reaction SMILES: [N-:1]=[N+:2]=[N-:3].[Na+].Cl[CH2:6][C:7]#[C:8][CH2:9][N:10]1[CH2:33][CH2:32][CH2:31][C@:12]2([O:16][CH2:15][C@H:14]([C:17]3[CH:22]=[C:21]([C:23]([F:26])([F:25])[F:24])[CH:20]=[CH:19][C:18]=3[O:27][CH:28]([CH3:30])[CH3:29])[CH2:13]2)[C@@H:11]1[C:34]1[CH:39]=[CH:38][CH:37]=[CH:36][CH:35]=1>CS(C)=O.O>[N:1]([CH2:6][C:7]#[C:8][CH2:9][N:10]1[CH2:33][CH2:32][CH2:31][C@:12]2([O:16][CH2:15][C@H:14]([C:17]3[CH:22]=[C:21]([C:23]([F:25])([F:24])[F:26])[CH:20]=[CH:19][C:18]=3[O:27][CH:28]([CH3:30])[CH3:29])[CH2:13]2)[C@@H:11]1[C:34]1[CH:35]=[CH:36][CH:37]=[CH:38][CH:39]=1)=[N+:2]=[N-:3] |f:0.1|. Reported procedure: Sodium azide (15 mg) was added to a solution of (3S,5R,6S)-7-(4-chlorobut-2-yn-1-yl)-3-[2-isopropoxy-5-(trifluoromethyl)phenyl]-6-phenyl-1-oxa-7-aza-spiro[4,5]decane (Description 75, 100 mg) in dimethylsulfoxide (1 ml). The mixture was stirred at room temperature overnight, diluted with water (20 ml) and extracted with ether (3×5 ml). The combined organic fractions were washed with brine, dried (MgSO4) and the solvent was evaporated under pressure to give the title compound as a colorless oil (9... Reactants: BrC1=CN(C=2N=CN=C(C21)N[C@@H](C)C2=NN1C(C(N2C2=CC=CC=C2)=O)=C(C=C1)C)COCC[Si](C)(C)C ((S)-2-(1-((5-Bromo-7-((2-(trimethylsilyl)ethoxy)methyl)-7H-pyrrolo[2,3-d]pyrimidin-4-yl)amino)ethyl)-5-methyl-3-phenylpyrrolo[2,1-f][1,2,4]triazin-4(3H)-one), COC1=NC=C(C=C1NS(=O)(=O)C)B1OC(C(O1)(C)C)(C)C (N-(2-methoxy-5-(4,4,5,5-tetramethyl-1,3,2-dioxaborolan-2-yl)pyridin-3-yl)methanesulfonamide), C([O-])([O-])=O.[Na+].[Na+] (sodium carbonate). The reagents and catalysts are Cl[Pd]([P](C1=CC=CC=C1)(C2=CC=CC=C2)C3=CC=CC=C3)([P](C4=CC=CC=C4)(C5=CC=CC=C5)C6=CC=CC=C6)Cl (bis(triphenylphosphine)palladium(II) dichloride). The product is COC1=NC=C(C=C1NS(=O)(=O)C)C1=CN(C=2N=CN=C(C21)N[C@@H](C)C2=NN1C(C(N2C2=CC=CC=C2)=O)=C(C=C1)C)COCC[Si](C)(C)C ((S)—N-(2-Methoxy-5-(4-((1-(5-methyl-4-oxo-3-phenyl-3,4-dihydropyrrolo[2,1-f][1,2,4]triazin-2-yl)ethyl)amino)-7-((2-(trimethylsilyl)ethoxy)methyl)-7H-pyrrolo[2,3-d]pyrimidin-5-yl)pyridin-3-yl)methanesulfonamide). Yield: 68.2%. Reaction SMILES: Br[C:2]1[C:10]2[C:9]([NH:11][C@H:12]([C:14]3[N:19]([C:20]4[CH:25]=[CH:24][CH:23]=[CH:22][CH:21]=4)[C:18](=[O:26])[C:17]4=[C:27]([CH3:30])[CH:28]=[CH:29][N:16]4[N:15]=3)[CH3:13])=[N:8][CH:7]=[N:6][C:5]=2[N:4]([CH2:31][O:32][CH2:33][CH2:34][Si:35]([CH3:38])([CH3:37])[CH3:36])[CH:3]=1.[CH3:39][O:40][C:41]1[C:46]([NH:47][S:48]([CH3:51])(=[O:50])=[O:49])=[CH:45][C:44](B2OC(C)(C)C(C)(C)O2)=[CH:43][N:42]=1.C(=O)([O-])[O-].[Na+].[Na+]>Cl[Pd](Cl)([P](C1C=CC=CC=1)(C1C=CC=CC=1)C1C=CC=CC=1)[P](C1C=CC=CC=1)(C1C=CC=CC=1)C1C=CC=CC=1>[CH3:39][O:40][C:41]1[C:46]([NH:47][S:48]([CH3:51])(=[O:50])=[O:49])=[CH:45][C:44]([C:2]2[C:10]3[C:9]([NH:11][C@H:12]([C:14]4[N:19]([C:20]5[CH:25]=[CH:24][CH:23]=[CH:22][CH:21]=5)[C:18](=[O:26])[C:17]5=[C:27]([CH3:30])[CH:28]=[CH:29][N:16]5[N:15]=4)[CH3:13])=[N:8][CH:7]=[N:6][C:5]=3[N:4]([CH2:31][O:32][CH2:33][CH2:34][Si:35]([CH3:38])([CH3:37])[CH3:36])[CH:3]=2)=[CH:43][N:42]=1 |f:2.3.4,^1:69,88|. Procedure details: (S)-2-(1-((5-Bromo-7-((2-(trimethylsilyl)ethoxy)methyl)-7H-pyrrolo[2,3-d]pyrimidin-4-yl)amino)ethyl)-5-methyl-3-phenylpyrrolo[2,1-f][1,2,4]triazin-4(3H)-one (100 mg, 0.17 mmol) was treated with N-(2-methoxy-5-(4,4,5,5-tetramethyl-1,3,2-dioxaborolan-2-yl)pyridin-3-yl)methanesulfonamide (132 mg, 0.4 mmol), sodium carbonate (43 mg, 0.41 mmols) and bis(triphenylphosphine)palladium(II) dichloride (12 mg, 0.02 mmol) according to the method described in Preparation 62. The residue was purified using SP... The reactants are BrC=1C=NC=C(C1C=O)N1C(C2=CC=3CC(CC3N2CC1)(C)C)=O (3-Bromo-5-{4,4-dimethyl-9-oxo-1,10-diazatricyclo[6.4.0.02,6]dodeca-2(6),7-dien-10-yl}pyridine-4-carbaldehyde), CN1C(C(=CC(=C1)B1OC(C(O1)(C)C)(C)C)NC1=NC(=NC=C1)C)=O (1-Methyl-3-(2-methylpyrimidin-4-ylamino)-5-(4,4,5,5-tetramethyl-1,3,2-dioxaborolan-2-yl)pyridin-2(1H)-one), [O-]P(=O)([O-])[O-].[K+].[K+].[K+] (K3PO4), C(C)(=O)[O-].[Na+] (sodium acetate). The reagents and catalysts are C1=CC=C(C=C1)P([C-]2C=CC=C2)C3=CC=CC=C3.C1=CC=C(C=C1)P([C-]2C=CC=C2)C3=CC=CC=C3.Cl[Pd]Cl.[Fe+2] (PdCl2(dppf)). Run in O (water), C(C)#N (acetonitrile). Run at temperature 100 celsius. Yields the product CC1(CC=2N3CCN(C(C3=CC2C1)=O)C=1C=NC=C(C1C=O)C1=CN(C(C(=C1)NC1=NC(=NC=C1)C)=O)C)C (3-{4,4-Dimethyl-9-oxo-1,10-diazatricyclo[6.4.0.02,6]dodeca-2(6),7-dien-10-yl}-5-{1-methyl-5-[(2-methylpyrimidin-4-yl)amino]-6-oxo-1,6-dihydropyridin-3-yl}pyridine-4-carbaldehyde). Isolated yield 53.1%. Reaction SMILES: Br[C:2]1[CH:3]=[N:4][CH:5]=[C:6]([N:10]2[CH2:21][CH2:20][N:19]3[C:12](=[CH:13][C:14]4[CH2:15][C:16]([CH3:23])([CH3:22])[CH2:17][C:18]=43)[C:11]2=[O:24])[C:7]=1[CH:8]=[O:9].[CH3:25][N:26]1[CH:31]=[C:30](B2OC(C)(C)C(C)(C)O2)[CH:29]=[C:28]([NH:41][C:42]2[CH:47]=[CH:46][N:45]=[C:44]([CH3:48])[N:43]=2)[C:27]1=[O:49].[O-]P([O-])([O-])=O.[K+].[K+].[K+].C([O-])(=O)C.[Na+]>C1C=CC(P(C2C=CC=CC=2)[C-]2C=CC=C2)=CC=1.C1C=CC(P(C2C=CC=CC=2)[C-]2C=CC=C2)=CC=1.Cl[Pd]Cl.[Fe+2].O.C(#N)C>[CH3:22][C:16]1([CH3:23])[CH2:15][C:14]2[CH:13]=[C:12]3[N:19]([CH2:20][CH2:21][N:10]([C:6]4[CH:5]=[N:4][CH:3]=[C:2]([C:30]5[CH:29]=[C:28]([NH:41][C:42]6[CH:47]=[CH:46][N:45]=[C:44]([CH3:48])[N:43]=6)[C:27](=[O:49])[N:26]([CH3:25])[CH:31]=5)[C:7]=4[CH:8]=[O:9])[C:11]3=[O:24])[C:18]=2[CH2:17]1 |f:2.3.4.5,6.7,8.9.10.11|. Procedure details: A sealed tube was charged with 3-bromo-5-{4,4-dimethyl-9-oxo-1,10-diazatricyclo-[6.4.0.02,6]dodeca-2(6),7-dien-10-yl}-pyridine-4-carbaldehyde 107f (210 mg, 0.54 mmol), 1-methyl-3-(pyrimidin-4-ylamino)-5-(4,4,5,5-tetramethyl-1,3,2-dioxaborolan-2-yl)pyridin-2-one 213b (177 mg, 0.54 mmol), PdCl2(dppf) (42 mg, 0.050 mmol), K3PO4 (210 mg, 1.0 mmol), and sodium acetate (85 mg, 1.0 mmol), acetonitrile (8 mL), and water (0.5 mL). After three cycles of vacuum/argon flush, the mixture was heated at 100° C... Starting materials: C(=O)NC=1C=C(C=CC1O)C(CN[C@@H](CCCCCCCCCCNC(OCC1=CC=CC=C1)=O)C)O ((R)-Benzyl 11-(2-(3-formamido-4-hydroxyphenyl)-2-hydroxyethylamino)dodecyl-carbamate), [H][H] (hydrogen). The reagents and catalysts are [Pd] (palladium). The solvent is CO (methanol). Yields the product NCCCCCCCCCCC(C)NC[C@H](O)C=1C=CC(=C(C1)NC=O)O ((R)—N-(5-(2-(12-Aminododecan-2-ylamino)-1-hydroxyethyl)-2-hydroxyphenyl)-formamide). Yield: 100.4%. As a reaction SMILES: [CH:1]([NH:3][C:4]1[CH:5]=[C:6]([CH:11]([OH:37])[CH2:12][NH:13][C@H:14]([CH3:36])[CH2:15][CH2:16][CH2:17][CH2:18][CH2:19][CH2:20][CH2:21][CH2:22][CH2:23][CH2:24][NH:25]C(=O)OCC2C=CC=CC=2)[CH:7]=[CH:8][C:9]=1[OH:10])=[O:2].[H][H]>CO.[Pd]>[NH2:25][CH2:24][CH2:23][CH2:22][CH2:21][CH2:20][CH2:19][CH2:18][CH2:17][CH2:16][CH2:15][CH:14]([NH:13][CH2:12][C@@H:11]([C:6]1[CH:7]=[CH:8][C:9]([OH:10])=[C:4]([NH:3][CH:1]=[O:2])[CH:5]=1)[OH:37])[CH3:36]. Reported procedure: A mixture of compound 23 (0.54 g, 1.05 mmol) dissolved in methanol (30 mL) and palladium catalyst (0.15 g, 10% Pd on carbon, 50% we) was stirred overnight at room temperature under one atmospheric hydrogen pressure. The catalyst was removed by filtration and washed with methanol (3×10 mL). The filtrate and washings were combined and concentrated under vacuum to complete dryness, affording the desired product 24 (0.40 g, 91% yield) as an off-white solid: 1H NMR (300 MHz, CD3OD) δ 1.31 (m, 15H), 1... Reaction SMILES: [Cl:1][CH2:2][CH2:3][NH:4][C:5](=[O:6])[NH:7][c:8]1[cH:9][n:10][n:11]([CH2:13][c:14]2[c:15]([CH3:20])[n:16][o:17][c:18]2[CH3:19])[cH:12]1.[H-:21].[Na+:22].[O:23]=[CH:24][N:25]([CH3:26])[CH3:27]>>[CH2:2]1[CH2:3][NH:4][C:5](=[O:6])[N:7]1[c:8]1[cH:9][n:10][n:11]([CH2:13][c:14]2[c:15]([CH3:20])[n:16][o:17][c:18]2[CH3:19])[cH:12]1. The reactants are Cc1noc(C)c1Cn1cc(NC(=O)NCCCl)cn1, [H-], [Na+], CN(C)C=O. The product is Cc1noc(C)c1Cn1cc(N2CCNC2=O)cn1.